From a dataset of the Open Reaction Database (ORD), a public repository of structured organic reaction records. describe an organic reaction: reactants, conditions, products, and yield Starting materials: FC(C(=O)N[C@H]1C[C@H](C2=CC=C(C=C12)OC(C)C)O)(F)F (2,2,2-trifluoro-N-((1S,3R)-3-hydroxy-6-isopropoxy-2,3-dihydro-1H-inden-1-yl)acetamide), C(C1=CC=CC=C1)OC(=O)N\C(\C(=O)OC)=C/C1=CC(=CC(=C1)Cl)Cl ((Z)-methyl 2-(benzyloxycarbonylamino)-3-(3,5-dichlorophenyl)acrylate), (+)-1,2-bis((2S,5S)-2,5-Diethylphospholano)benzene(cyclooctadiene)Rhodium(I) trifluoromethanesulfonate. Run in C(Cl)Cl (methylene chloride). Run at time 8 hour. The product is C(C1=CC=CC=C1)OC(=O)N[C@H](C(=O)OC)CC1=CC(=CC(=C1)Cl)Cl ((S)-methyl 2-(benzyloxycarbonylamino)-3-(3,5-dichlorophenyl)propanoate). Isolated yield 88.3%. RXN SMILES: FC(F)(F)C(N[C@@H]1C2C(=CC=C(OC(C)C)C=2)[C@H](O)C1)=O.[CH2:22]([O:29][C:30]([NH:32]/[C:33](=[CH:38]\[C:39]1[CH:44]=[C:43]([Cl:45])[CH:42]=[C:41]([Cl:46])[CH:40]=1)/[C:34]([O:36][CH3:37])=[O:35])=[O:31])[C:23]1[CH:28]=[CH:27][CH:26]=[CH:25][CH:24]=1>C(Cl)Cl>[CH2:22]([O:29][C:30]([NH:32][C@@H:33]([CH2:38][C:39]1[CH:40]=[C:41]([Cl:46])[CH:42]=[C:43]([Cl:45])[CH:44]=1)[C:34]([O:36][CH3:37])=[O:35])=[O:31])[C:23]1[CH:28]=[CH:27][CH:26]=[CH:25][CH:24]=1. Procedure details: Step BF (2): To a solution of (Z)-methyl 2-(benzyloxycarbonylamino)-3-(3,5-dichlorophenyl)acrylate (46.08 g, 121.3 mmol) in methylene chloride (435 mL) was added (+)-1,2-bis((2S,5S)-2,5-Diethylphospholano)benzene(cyclooctadiene)Rhodium(I) trifluoromethanesulfonate (4.02 g, 6.08 mmol). The solution was split between two Parr bottles and shaken under 50 psi hydrogen for 8 h. The combined reactions were concentrated in vacuo and subjected to silica gel chromatography (25% EtOAc/hexane) to yield (S)...